This data is from the Open Reaction Database (ORD), a public repository of structured organic reaction records. The task is: describe an organic reaction: reactants, conditions, products, and yield The product is C1(=CC=CC=C1)CN1C2=CC=CC(=C2C=2C(=CC(=CC12)C)O)C(=O)OC (9-[(phenyl)methyl]-2-methyl-4-hydroxy-5-carbomethoxy carbazole). Reported procedure: A solution of the 9-[(phenyl)methyl]-5-carbomethoxy-2-methyl-1,2-dihydrocarbazol-4(3H)-one (1.30 g, 3.74 mM) and 2,3-dichloro-5,6-dicyano-1,4-benzoquinone (0.93 g, 4.12 mM) in 37 mL of toluene was stirred between 80-90° C. for 5 hours. The mixture was purified by column chromatography on silica gel (elution with methylene chloride) to afford 270 mg (21%) of the 9-[(phenyl)methyl]-2-methyl-4-hydroxy-5-carbomethoxy carbazole. 1H NMR (CDCl3) δ10.45 (s, 1H), 8.0 (d, J=8 Hz, 1H), 7.55 (d, J=8 Hz, 1H)... The yield is 20.9%. The reactants are C1(=CC=CC=C1)CN1C2=CC=CC(=C2C=2C(CC(CC12)C)=O)C(=O)OC (9-[(phenyl)methyl]-5-carbomethoxy-2-methyl-1,2-dihydrocarbazol-4(3H)-one), ClC=1C(C(=C(C(C1Cl)=O)C#N)C#N)=O (2,3-dichloro-5,6-dicyano-1,4-benzoquinone). Reaction SMILES: [C:1]1([CH2:7][N:8]2[C:20]3[CH2:19][CH:18]([CH3:21])[CH2:17][C:16](=[O:22])[C:15]=3[C:14]3[C:9]2=[CH:10][CH:11]=[CH:12][C:13]=3[C:23]([O:25][CH3:26])=[O:24])[CH:6]=[CH:5][CH:4]=[CH:3][CH:2]=1.ClC1C(=O)C(C#N)=C(C#N)C(=O)C=1Cl>C1(C)C=CC=CC=1>[C:1]1([CH2:7][N:8]2[C:20]3[CH:19]=[C:18]([CH3:21])[CH:17]=[C:16]([OH:22])[C:15]=3[C:14]3[C:9]2=[CH:10][CH:11]=[CH:12][C:13]=3[C:23]([O:25][CH3:26])=[O:24])[CH:2]=[CH:3][CH:4]=[CH:5][CH:6]=1. Solvent: C1(=CC=CC=C1)C (toluene).